From a dataset of the Open Reaction Database (ORD), a public repository of structured organic reaction records. describe an organic reaction: reactants, conditions, products, and yield Starting materials: C1(CCCCC1)CBr ((cyclohexylmethyl)bromide), BrC1=CC=C(O1)C(=O)O (5-bromofuran-2-carboxylic acid), C1(CCCCC1)CBr ((cyclohexylmethyl)bromide), C(=O)([O-])[O-].[K+].[K+] (K2CO3). Solvent: CN1CCCC1=O (NMP). Conditions: time 8 hour. Yields the product BrC1=CC=C(O1)C(=O)OCC1CCCCC1 (cyclohexylmethyl 5-bromofuran-2-carboxylate). Reaction SMILES: [Br:1][C:2]1[O:6][C:5]([C:7]([OH:9])=[O:8])=[CH:4][CH:3]=1.[CH:10]1([CH2:16]Br)[CH2:15][CH2:14][CH2:13][CH2:12][CH2:11]1.C([O-])([O-])=O.[K+].[K+]>CN1C(=O)CCC1>[Br:1][C:2]1[O:6][C:5]([C:7]([O:9][CH2:16][CH:10]2[CH2:15][CH2:14][CH2:13][CH2:12][CH2:11]2)=[O:8])=[CH:4][CH:3]=1 |f:2.3.4|. Procedure details: A mixture of 5-bromofuran-2-carboxylic acid (2.64 g, 13.8 mmol), (cyclohexylmethyl)bromide (2.62 g, 14.8 mmol), K2CO3 (2.30 g, 16.64 mmol) in anhydrous NMP was stirred under Ar at +70° C. for 8 hrs after which additional (cyclohexylmethyl)bromide (1.55 g, 8.75 mmol) was added. Stirring continued overnight then the reaction mixture was concentrated under reduced pressure. The residue was partitioned between aqueous NaHCO3 (10%) and hexanes, and then aqueous layer was extracted with hexanes. Combi... Starting materials: COC1=CC=C(C=C1)N1C(O[C@H](C1)CN1CCC(CC1)OC1=CC=C(C=C1)NC=O)=O (3-p-methoxyphenyl-5(S)-[(4-p-formamido-phenoxypiperidino)methyl]-2-oxazolidinone). Solvent: CS(=O)C (DMSO). The product is C(=O)NC1=CC=C(OC2CCNCC2)C=C1 (4-(p-formamido-phenoxy)piperidine). RXN SMILES: COC1C=CC(N2C[C@H](C[N:15]3[CH2:20][CH2:19][CH:18]([O:21][C:22]4[CH:27]=[CH:26][C:25]([NH:28][CH:29]=[O:30])=[CH:24][CH:23]=4)[CH2:17][CH2:16]3)OC2=O)=CC=1>CS(C)=O>[CH:29]([NH:28][C:25]1[CH:24]=[CH:23][C:22]([O:21][CH:18]2[CH2:19][CH2:20][NH:15][CH2:16][CH2:17]2)=[CH:27][CH:26]=1)=[O:30]. Procedure details: 3-p-methoxyphenyl-5(S)-[(4-p-formamido-phenoxypiperidino)methyl]-2-oxazolidinone, m.p. 102°-103°; [α]D =-31.2° (DMSO); Starting materials: O=C([O-])[O-], CN(C)CCCCl, CC(C)=O, Cl, O=C1Nc2c(ccc3ccccc23)SC1c1cccc(C(F)(F)F)c1, [K+], [K+], O. Yields the product CN(C)CCCN1C(=O)C(c2cccc(C(F)(F)F)c2)Sc2ccc3ccccc3c21. RXN SMILES: [C:26](=[O:27])([O-:28])[O-:29].[CH3:33][N:34]([CH2:35][CH2:36][CH2:37][Cl:38])[CH3:39].[CH3:40][C:41](=[O:42])[CH3:43].[ClH:32].[F:1][C:2]([c:3]1[cH:4][c:5]([CH:9]2[C:10](=[O:23])[NH:11][c:12]3[c:13]([cH:15][cH:16][c:17]4[cH:18][cH:19][cH:20][cH:21][c:22]34)[S:14]2)[cH:6][cH:7][cH:8]1)([F:24])[F:25].[K+:30].[K+:31].[OH2:44]>>[F:1][C:2]([c:3]1[cH:4][c:5]([CH:9]2[C:10](=[O:23])[N:11]([CH2:37][CH2:36][CH2:35][N:34]([CH3:33])[CH3:39])[c:12]3[c:13]([cH:15][cH:16][c:17]4[cH:18][cH:19][cH:20][cH:21][c:22]34)[S:14]2)[cH:6][cH:7][cH:8]1)([F:24])[F:25]. Reactants: BrCC(=O)C1=CC=CC=C1 (2-bromo-1-phenylethanone), FC1=CC=C(C=C1)CN1C(=NC2=C1C=CC=C2)CC2CCN(CC2)CCNC(=S)N (N-[2-[4-[[1-[(4-fluorophenyl)methyl]-1H-benzimidazol-2-yl]methyl]-1-piperidinyl]ethyl]thiourea), C([O-])([O-])=O.[K+].[K+] (potassium carbonate). Solvent: O1CCCC1 (tetrahydrofuran). Run at time 2 hour. Product: FC1=CC=C(C=C1)CN1C(=NC2=C1C=CC=C2)CC2CCN(CC2)CCNC=2SC=C(N2)C2=CC=CC=C2 (4-[[1-[(4-fluorophenyl)methyl]-1H-benzimidazol-2-yl]methyl]-N-(4-phenyl-2-thiazolyl)-1-piperidineethanamine). The yield is 33.3%. As a reaction SMILES: Br[CH2:2][C:3]([C:5]1[CH:10]=[CH:9][CH:8]=[CH:7][CH:6]=1)=O.[F:11][C:12]1[CH:17]=[CH:16][C:15]([CH2:18][N:19]2[C:23]3[CH:24]=[CH:25][CH:26]=[CH:27][C:22]=3[N:21]=[C:20]2[CH2:28][CH:29]2[CH2:34][CH2:33][N:32]([CH2:35][CH2:36][NH:37][C:38]([NH2:40])=[S:39])[CH2:31][CH2:30]2)=[CH:14][CH:13]=1.C(=O)([O-])[O-].[K+].[K+]>O1CCCC1>[F:11][C:12]1[CH:13]=[CH:14][C:15]([CH2:18][N:19]2[C:23]3[CH:24]=[CH:25][CH:26]=[CH:27][C:22]=3[N:21]=[C:20]2[CH2:28][CH:29]2[CH2:30][CH2:31][N:32]([CH2:35][CH2:36][NH:37][C:38]3[S:39][CH:2]=[C:3]([C:5]4[CH:10]=[CH:9][CH:8]=[CH:7][CH:6]=4)[N:40]=3)[CH2:33][CH2:34]2)=[CH:16][CH:17]=1 |f:2.3.4|. Reported procedure: A mixture of 3.3 parts of 2-bromo-1-phenylethanone, 7 parts of N-[2-[4-[[1-[(4-fluorophenyl)methyl]-1H-benzimidazol-2-yl]methyl]-1-piperidinyl]ethyl]thiourea, 4parts of potassium carbonate and 90 parts of tetrahydrofuran was stirred for 2 hours at room temperature. The reaction mixture was filtered over Hyflo and the filtrate was evaporated. The reaction mixture was poured into water. The product was extracted with dichloromethane. The extract was washed with water, dried, filtered and evaporate... Starting materials: C1=CC(=CC=C1O)C (p-cresol), CC(CCC(C(=O)C1=CC=CC=C1)O)C (5-methyl-2-hydroxy-caprophenone), ketone, C(CCCCC)(=O)Cl (caproylchloride), ester, Cl.NO (hydroxylamine hydrochloride), C(C)(=O)[O-].[Na+] (sodium acetate). Solvent: C(C)O (ethanol), O (Water). Yields the product CC(CCC(C(C1=CC=CC=C1)=NO)O)C (5-methyl-2-hyroxy-caprophenone-oxime). As a reaction SMILES: C1C(O)=CC=C(C)C=1.C(Cl)(=O)CCCCC.[CH3:17][CH:18]([CH3:31])[CH2:19][CH2:20][CH:21]([OH:30])[C:22]([C:24]1[CH:29]=[CH:28][CH:27]=[CH:26][CH:25]=1)=O.Cl.[NH2:33][OH:34].C([O-])(=O)C.[Na+]>C(O)C.O>[CH3:17][CH:18]([CH3:31])[CH2:19][CH2:20][CH:21]([OH:30])[C:22](=[N:33][OH:34])[C:24]1[CH:29]=[CH:28][CH:27]=[CH:26][CH:25]=1 |f:3.4,5.6|. Procedure: p-cresol and caproylchloride are converted in a well-known mode to ester which, according to Fries, is rearranged to 5-methyl-2-hydroxy-caprophenone, 155° in b.p.65 (cf. P.P.T. Sah and H. H. Anderson, J. Am. Chem. Soc. 63, 3164 (1941). 20 g (0.1 Mol) of ketone are solved in 45 ml ethanol and heated 30 minutes to boiling level under reflux cooling together with a concentrated aqueous solution of 7.5 g of hydroxylamine hydrochloride and 15 g of crystalline sodium acetate. Water is then added to th... Reactants: B(Cl)(Cl)Cl (boron trichloride), FC1=CC=C(C=C1)C(=O)C1=C(C=CC(=C1)OC1=C(C=C(C=C1C)[N+](=O)[O-])C)OC ((4-fluorophenyl)[2-methoxy-5-(2,6-dimethyl-4-nitrophenoxy)phenyl]methanone), ice water. Run in C(Cl)Cl (methylene chloride), C(Cl)Cl (methylene chloride). Reaction conditions: time 8 hour. Product: FC1=CC=C(C=C1)C(=O)C1=C(C=CC(=C1)OC1=C(C=C(C=C1C)[N+](=O)[O-])C)O ((4-fluorophenyl)[2-hydroxy-5-(2,6-dimethyl-4 nitrophenoxy)phenyl]methanone). RXN SMILES: [F:1][C:2]1[CH:7]=[CH:6][C:5]([C:8]([C:10]2[CH:15]=[C:14]([O:16][C:17]3[C:22]([CH3:23])=[CH:21][C:20]([N+:24]([O-:26])=[O:25])=[CH:19][C:18]=3[CH3:27])[CH:13]=[CH:12][C:11]=2[O:28]C)=[O:9])=[CH:4][CH:3]=1.B(Cl)(Cl)Cl>C(Cl)Cl>[F:1][C:2]1[CH:3]=[CH:4][C:5]([C:8]([C:10]2[CH:15]=[C:14]([O:16][C:17]3[C:22]([CH3:23])=[CH:21][C:20]([N+:24]([O-:26])=[O:25])=[CH:19][C:18]=3[CH3:27])[CH:13]=[CH:12][C:11]=2[OH:28])=[O:9])=[CH:6][CH:7]=1. Procedure details: A solution of 5.12 g (13.0 mmol) of (4-fluorophenyl)[2-methoxy-5-(2,6-dimethyl-4-nitrophenoxy)phenyl]methanone in 100 ml methylene chloride is chilled in an ice bath and 40 ml (40 mmol) of 1.0M boron trichloride in methylene chloride is gradually added. The solution is stirred at room temperature overnight, then pour into 300 ml of ice water and stirred 2 hours. The organic layer is separated, washed with 5% aqueous sodium carbonate, water, dried (CaSO4) and evaporated. The residue is recrystall...